From a dataset of the Open Reaction Database (ORD), a public repository of structured organic reaction records. describe an organic reaction: reactants, conditions, products, and yield Reactants: CO, CC1CN(C(=O)C(F)(F)F)CCc2ccc(Cl)cc21, [Na+], [OH-]. Yields the product CC1CNCCc2ccc(Cl)cc21. RXN SMILES: [CH3:22][OH:23].[F:1][C:2]([F:3])([F:4])[C:18]([N:5]1[CH2:6][CH2:7][c:8]2[c:9]([cH:13][c:14]([Cl:17])[cH:15][cH:16]2)[CH:10]([CH3:12])[CH2:11]1)=[O:19].[Na+:21].[OH-:20]>>[NH:5]1[CH2:6][CH2:7][c:8]2[c:9]([cH:13][c:14]([Cl:17])[cH:15][cH:16]2)[CH:10]([CH3:12])[CH2:11]1. The reactants are C(#N)C1=C(C(=C(C2=C1N=C(O2)C(=O)OCC)F)C2=CC=CC=C2)C (ethyl 4-cyano-7-fluoro-5-methyl-6-phenyl-1,3-benzoxazole-2-carboxylate), Cl (hydrochloric acid), C[Al](C)C (trimethylaluminium), O([Si](C1=CC=CC=C1)(C1=CC=CC=C1)C(C)(C)C)CCNC ([2-(tert-butyldiphenylsiloxy)ethyl]methylamine). The solvent is ClCCl (dichloromethane), ClCCl (dichloromethane). Conditions: time 40 minute. Product: O([Si](C1=CC=CC=C1)(C1=CC=CC=C1)C(C)(C)C)CCN(C(=O)C=1OC2=C(N1)C(=C(C(=C2F)C2=CC=CC=C2)C)C#N)C (N-[2-(tert-Butyldiphenylsiloxy)ethyl]-4-cyano-7-fluoro-N,5-dimethyl-6-phenyl-1,3-benzoxazole-2-carboxamide). Yield: 66.6%. RXN SMILES: C[Al](C)C.[O:5]([CH2:23][CH2:24][NH:25][CH3:26])[Si:6]([C:19]([CH3:22])([CH3:21])[CH3:20])([C:13]1[CH:18]=[CH:17][CH:16]=[CH:15][CH:14]=1)[C:7]1[CH:12]=[CH:11][CH:10]=[CH:9][CH:8]=1.[C:27]([C:29]1[C:34]2[N:35]=[C:36]([C:38](OCC)=[O:39])[O:37][C:33]=2[C:32]([F:43])=[C:31]([C:44]2[CH:49]=[CH:48][CH:47]=[CH:46][CH:45]=2)[C:30]=1[CH3:50])#[N:28].Cl>ClCCl>[O:5]([CH2:23][CH2:24][N:25]([CH3:26])[C:38]([C:36]1[O:37][C:33]2[C:32]([F:43])=[C:31]([C:44]3[CH:49]=[CH:48][CH:47]=[CH:46][CH:45]=3)[C:30]([CH3:50])=[C:29]([C:27]#[N:28])[C:34]=2[N:35]=1)=[O:39])[Si:6]([C:19]([CH3:20])([CH3:21])[CH3:22])([C:13]1[CH:14]=[CH:15][CH:16]=[CH:17][CH:18]=1)[C:7]1[CH:12]=[CH:11][CH:10]=[CH:9][CH:8]=1. Reported procedure: Under nitrogen atmosphere, trimethylaluminium (1.03 M n-hexane solution, 1.05 ml, 1.54 mmol) was dropwise added at room temperature to a dichloromethane (3 ml) solution of [2-(tert-butyldiphenylsiloxy)ethyl]methylamine (I-123) (483 mg, 1.54 mmol), and stirred for 40 minutes. Subsequently, a dichloromethane (2 ml) solution of ethyl 4-cyano-7-fluoro-5-methyl-6-phenyl-1,3-benzoxazole-2-carboxylate (I-111) (250 mg, 771 μmol) was dropwise added and stirred for 16 hours. After the reaction, aqueous 1 ... Starting materials: Cc1cc(C)c(C#N)c(S)n1, COc1ccc(CCC2(C3CCCC3)CC(=O)C(Cl)C(=O)O2)cc1Cl, O. Product: COc1ccc(CCC2(C3CCCC3)CC(O)=C(Sc3nc(C)cc(C)c3C#N)C(=O)O2)cc1Cl. RXN SMILES: [CH3:26][c:27]1[cH:28][c:29]([CH3:36])[n:30][c:31]([SH:35])[c:32]1[C:33]#[N:34].[Cl:1][CH:2]1[C:3](=[O:25])[O:4][C:5]([CH:9]2[CH2:10][CH2:11][CH2:12][CH2:13]2)([CH2:14][CH2:15][c:16]2[cH:17][c:18]([Cl:24])[c:19]([O:22][CH3:23])[cH:20][cH:21]2)[CH2:6][C:7]1=[O:8].[OH2:37]>>[C:2]1([S:35][c:31]2[n:30][c:29]([CH3:36])[cH:28][c:27]([CH3:26])[c:32]2[C:33]#[N:34])=[C:7]([OH:8])[CH2:6][C:5]([CH:9]2[CH2:10][CH2:11][CH2:12][CH2:13]2)([CH2:14][CH2:15][c:16]2[cH:17][c:18]([Cl:24])[c:19]([O:22][CH3:23])[cH:20][cH:21]2)[O:4][C:3]1=[O:25]. The reactants are C(C)OP(OCC)(=O)COCCCl ((2-chloroethoxy)methyl-phosphonic acid diethylester), [N-]=[N+]=[N-].[Na+] (sodiumazide). The reagents and catalysts are [Br-].C(CCC)[N+](CCCC)(CCCC)CCCC (tetrabutylammoniumbromide). The solvent is C1(=CC=CC=C1)C (toluol). Yields the product C(C)OP(OCC)(=O)COCCN=[N+]=[N-] ((2-Azido-ethoxy)methyl-phosphonic acid-diethylester). Reaction SMILES: [CH2:1]([O:3][P:4]([CH2:9][O:10][CH2:11][CH2:12]Cl)(=[O:8])[O:5][CH2:6][CH3:7])[CH3:2].[N-:14]=[N+:15]=[N-:16].[Na+]>[Br-].C([N+](CCCC)(CCCC)CCCC)CCC.C1(C)C=CC=CC=1>[CH2:1]([O:3][P:4]([CH2:9][O:10][CH2:11][CH2:12][N:14]=[N+:15]=[N-:16])(=[O:8])[O:5][CH2:6][CH3:7])[CH3:2] |f:1.2,3.4|. Procedure: 0.02 mol (2-chloroethoxy)methyl-phosphonic acid diethylester, 3 mmol tetrabutylammoniumbromide and 2.5 g sodiumazide are boiled in 50 ml toluol under reflux for 4 h. After cooling-off it is washed for three times with 25 ml water respectively. The watery phase may be extracted with toluol. The combined toluol phases are dried over sodiumsulfate and the solvent is removed in the vacuum. A yellow oil remains. Isolated yield 77.2%. Starting materials: COC1=C(N)C=C(C=C1)OC (2,5-dimethoxyaniline), [N+](=O)([O-])C1=CC=C(C(=O)O)C=C1 (4-nitrobenzoic acid). Procedure details: Using 2,5-dimethoxyaniline (2.53 g, 16.5 mmol) and 4-nitrobenzoic acid (2.51 g, 15.0 mmol), the procedure of Reference Example 16 was repeated to obtain 3.50 g (77.2%) of the title compound in the form of orange needle crystals. Reaction SMILES: [CH3:1][O:2][C:3]1[CH:9]=[CH:8][C:7]([O:10][CH3:11])=[CH:6][C:4]=1[NH2:5].[N+:12]([C:15]1[CH:23]=[CH:22][C:18]([C:19](O)=[O:20])=[CH:17][CH:16]=1)([O-:14])=[O:13]>>[N+:12]([C:15]1[CH:16]=[CH:17][C:18]([C:19]([NH:5][C:4]2[CH:6]=[C:7]([O:10][CH3:11])[CH:8]=[CH:9][C:3]=2[O:2][CH3:1])=[O:20])=[CH:22][CH:23]=1)([O-:14])=[O:13]. Product: [N+](=O)([O-])C1=CC=C(C(=O)NC2=C(C=CC(=C2)OC)OC)C=C1 (4-Nitro-N-(2,5-dimethoxyphenyl)benzamide). The reactants are 2-N-Boc-amino-4-methylphenol, CCN(C(C)C)C(C)C (DIEA), C(C)(C)(C)OC(NC1=C(C=CC(=C1)C)OCC1CNC2=CC=CC=C2C1)=O ([5-Methyl-2-(1,2,3,4-tetrahydro-quinolin-3-ylmethoxy)-phenyl]-carbamic acid tert-butyl ester), ClC(=O)OCC1=CC=CC=C1 (benzyl chloroformate). The reagents and catalysts are CN(C)C=1C=CN=CC1 (DMAP). The solvent is C(Cl)Cl (CH2Cl2), C(Cl)Cl (CH2Cl2). Conditions: time 24 hour. Product: C(C1=CC=CC=C1)OC(=O)N1CC(CC2=CC=CC=C12)COC1=C(C=C(C=C1)C)NC(=O)OC(C)(C)C (3-(2-tert-Butoxycarbonylamino-4-methyl-phenoxymethyl)-3,4-dihydro-2H-quinoline-1-carboxylic acid benzyl ester). As a reaction SMILES: [C:1]([O:5][C:6](=[O:27])[NH:7][C:8]1[CH:13]=[C:12]([CH3:14])[CH:11]=[CH:10][C:9]=1[O:15][CH2:16][CH:17]1[CH2:26][C:25]2[C:20](=[CH:21][CH:22]=[CH:23][CH:24]=2)[NH:19][CH2:18]1)([CH3:4])([CH3:3])[CH3:2].CCN(C(C)C)C(C)C.Cl[C:38]([O:40][CH2:41][C:42]1[CH:47]=[CH:46][CH:45]=[CH:44][CH:43]=1)=[O:39]>C(Cl)Cl.CN(C1C=CN=CC=1)C>[CH2:41]([O:40][C:38]([N:19]1[C:20]2[C:25](=[CH:24][CH:23]=[CH:22][CH:21]=2)[CH2:26][CH:17]([CH2:16][O:15][C:9]2[CH:10]=[CH:11][C:12]([CH3:14])=[CH:13][C:8]=2[NH:7][C:6]([O:5][C:1]([CH3:4])([CH3:2])[CH3:3])=[O:27])[CH2:18]1)=[O:39])[C:42]1[CH:47]=[CH:46][CH:45]=[CH:44][CH:43]=1. Procedure details: To a stirred solution of [5-Methyl-2-(1,2,3,4-tetrahydro-quinolin-3-ylmethoxy)-phenyl]-carbamic acid tert-butyl ester. To a stirred solution of 2-N-Boc-amino-4-methylphenol (129 mg, 0.35 mmol) in CH2Cl2 (1.5 mL) at 0° C. under nitrogen was added DIEA (61 μL, 0.35 mmol) followed by benzyl chloroformate (50 μL, 0.35 mmol) and DMAP (4 mg, 0.035 mmol). After 24 hours, the reaction was diluted to 30 mL with CH2Cl2 and washed (2×30 mL) with 2N HCl and (2×30 mL) with saturated NaHCO3. The organics were... Starting materials: [H-].[Na+] (Sodium hydride), C(#N)CC(=O)OC(C)(C)C (tert-butyl cyanoacetate), BrC1=CC=C(C=N1)N1C(C2=CC=CC=C2C2=C1N1C(=N2)C=CC=C1)=O (6-(6-bromo-pyridin-3-yl)-pyrido-[2′,1′:2,3]imidazo[4,5-c]isoquinolin-5(6H)-one). Run in N1=CC=CC=C1 (pyridine). Reaction conditions: time 5 minute. Product: O=C1N(C2=C(C3=CC=CC=C13)N=C1N2C=CC=C1)C=1C=CC(=NC1)C(C(=O)OC(C)(C)C)C#N (dimethylethyl 5-[5,6-dihydro-5-oxo-pyrido[2′,1′:2,3]imidazo[4,5-c]isoquinolin-6-yl]-α-cyano-2-pyridineacetate). Yield: 45.1%. As a reaction SMILES: [H-].[Na+].[C:3]([CH2:5][C:6]([O:8][C:9]([CH3:12])([CH3:11])[CH3:10])=[O:7])#[N:4].Br[C:14]1[N:19]=[CH:18][C:17]([N:20]2[C:29]3[N:30]4[CH:36]=[CH:35][CH:34]=[CH:33][C:31]4=[N:32][C:28]=3[C:27]3[C:22](=[CH:23][CH:24]=[CH:25][CH:26]=3)[C:21]2=[O:37])=[CH:16][CH:15]=1>N1C=CC=CC=1>[O:37]=[C:21]1[C:22]2[C:27](=[CH:26][CH:25]=[CH:24][CH:23]=2)[C:28]2[N:32]=[C:31]3[CH:33]=[CH:34][CH:35]=[CH:36][N:30]3[C:29]=2[N:20]1[C:17]1[CH:16]=[CH:15][C:14]([CH:5]([C:3]#[N:4])[C:6]([O:8][C:9]([CH3:12])([CH3:11])[CH3:10])=[O:7])=[N:19][CH:18]=1 |f:0.1|. Procedure details: Sodium hydride (2.2 equiv., 0.844 mmol, 0.034 g (60%)) was added to a solution of tert-butyl cyanoacetate (1.2 equiv., 0.460 mmol, 0.065 g) in dry pyridine (1 ml) under Ar atmosphere. The catalyst—prepared as described above—was injected, and the mixture was stirred at room temperature for 5 min. Compound 21 (1.0 equiv., 0.383 mmol, 0.150 g) was then added and the reaction mixture was heated at 85° C. for 2 h. After destruction of excess sodium hydride with methanol, the solvent was concentrated... The reactants are O (Water), resultant mixture, C[O-].[Na+] (Sodium methoxide), C(C1=CC=CC=C1)(=O)OCC(=O)C1=C(C=CC=C1)N(C=O)C (2-[2-(N-methylformamido) phenyl]-2-oxoethyl benzoate), C[O-].[Na+] (Sodium methoxide), C[O-].[Na+] (sodium methoxide), resultant mixture. Solvent: ClCCl (dichloromethane). The product is OC1=CN(C2=CC=CC=C2C1=O)C (3-hydroxy-1-methyl-4-quinolone). As a reaction SMILES: C[O-].[Na+].C([O:12][CH2:13][C:14]([C:16]1[CH:21]=[CH:20][CH:19]=[CH:18][C:17]=1[N:22]([CH3:25])[CH:23]=O)=[O:15])(=O)C1C=CC=CC=1.O>ClCCl>[OH:12][C:13]1[C:14](=[O:15])[C:16]2[C:17](=[CH:18][CH:19]=[CH:20][CH:21]=2)[N:22]([CH3:23])[CH:25]=1 |f:0.1|. Procedure: Sodium methoxide (17.75 g) was added to a stirred solution of 2-[2-(N-methylformamido) phenyl]-2-oxoethyl benzoate, obtained as described in Example 2a-d, (186 g) in dichloromethane (1300 ml) at 0° under nitrogen resulting in an exotherm to 25 to 30°. The mixture was recooled at 0° and a second portion of sodium methoxide (17.75 g) added resulting in a further exotherm and the resultant mixture stirred for 1 hour. Sodium methoxide (35.5 g) was then again added in two equal portions and the resul... The reactants are [Br-], CC(C)C[Zn+], Cc1cc(CC(OC(=O)N2CCC(N3Cc4cccc(F)c4NC3=O)CC2)c2cccc(Br)n2)cc2cn[nH]c12, c1ccc(P(c2ccccc2)(c2ccccc2)[Pd](P(c2ccccc2)(c2ccccc2)c2ccccc2)(P(c2ccccc2)(c2ccccc2)c2ccccc2)P(c2ccccc2)(c2ccccc2)c2ccccc2)cc1. Yields the product Cc1cc(CC(OC(=O)N2CCC(N3Cc4cccc(F)c4NC3=O)CC2)c2cccc(CC(C)C)n2)cc2cn[nH]c12. As a reaction SMILES: [Br-:41].[CH2:42]([CH:43]([CH3:44])[CH3:45])[Zn+:46].[F:1][c:2]1[cH:3][cH:4][cH:5][c:6]2[c:11]1[NH:10][C:9](=[O:12])[N:8]([CH:13]1[CH2:14][CH2:15][N:16]([C:19](=[O:20])[O:21][CH:22]([CH2:23][c:24]3[cH:25][c:26]4[cH:27][n:28][nH:29][c:30]4[c:31]([CH3:33])[cH:32]3)[c:34]3[n:35][c:36]([Br:40])[cH:37][cH:38][cH:39]3)[CH2:17][CH2:18]1)[CH2:7]2.[cH:47]1[cH:48][cH:49][c:50]([P:51]([Pd:52]([P:53]([c:54]2[cH:55][cH:56][cH:57][cH:58][cH:59]2)([c:60]2[cH:61][cH:62][cH:63][cH:64][cH:65]2)[c:66]2[cH:67][cH:68][cH:69][cH:70][cH:71]2)([P:72]([c:73]2[cH:74][cH:75][cH:76][cH:77][cH:78]2)([c:79]2[cH:80][cH:81][cH:82][cH:83][cH:84]2)[c:85]2[cH:86][cH:87][cH:88][cH:89][cH:90]2)[P:91]([c:92]2[cH:93][cH:94][cH:95][cH:96][cH:97]2)([c:98]2[cH:99][cH:100][cH:101][cH:102][cH:103]2)[c:104]2[cH:105][cH:106][cH:107][cH:108][cH:109]2)([c:110]2[cH:111][cH:112][cH:113][cH:114][cH:115]2)[c:116]2[cH:117][cH:118][cH:119][cH:120][cH:121]2)[cH:122][cH:123]1>>[F:1][c:2]1[cH:3][cH:4][cH:5][c:6]2[c:11]1[NH:10][C:9](=[O:12])[N:8]([CH:13]1[CH2:14][CH2:15][N:16]([C:19](=[O:20])[O:21][CH:22]([CH2:23][c:24]3[cH:25][c:26]4[cH:27][n:28][nH:29][c:30]4[c:31]([CH3:33])[cH:32]3)[c:34]3[n:35][c:36]([CH2:42][CH:43]([CH3:44])[CH3:45])[cH:37][cH:38][cH:39]3)[CH2:17][CH2:18]1)[CH2:7]2.